This data is from the Open Reaction Database (ORD), a public repository of structured organic reaction records. The task is: describe an organic reaction: reactants, conditions, products, and yield Starting materials: C(C1=CC=CC=C1)OC1=C(C(=O)NC2=C(C(=O)OC)C=CC(=C2)C2=CC=CC=C2)C=C(C=C1)OCCN(CC)CC (methyl 2-(2-(benzyloxy)-5-(2-(diethylamino)ethoxy)benzamido)-4-phenylbenzoate). Reagents/catalysts: [C].[Pd] (palladium-carbon). Solvent: CO (methanol), C(C)(=O)OCC (ethyl acetate). Run at time 3 hour. Product: C(C)N(CCOC=1C=CC(=C(C(=O)NC2=C(C(=O)OC)C=CC(=C2)C2=CC=CC=C2)C1)O)CC (methyl 2-(5-(2-(diethylamino)ethoxy)-2-hydroxybenzamido)-4-phenylbenzoate). The yield is 69.3%. Reaction SMILES: C([O:8][C:9]1[CH:33]=[CH:32][C:31]([O:34][CH2:35][CH2:36][N:37]([CH2:40][CH3:41])[CH2:38][CH3:39])=[CH:30][C:10]=1[C:11]([NH:13][C:14]1[CH:23]=[C:22]([C:24]2[CH:29]=[CH:28][CH:27]=[CH:26][CH:25]=2)[CH:21]=[CH:20][C:15]=1[C:16]([O:18][CH3:19])=[O:17])=[O:12])C1C=CC=CC=1>CO.C(OCC)(=O)C.[C].[Pd]>[CH2:40]([N:37]([CH2:38][CH3:39])[CH2:36][CH2:35][O:34][C:31]1[CH:32]=[CH:33][C:9]([OH:8])=[C:10]([CH:30]=1)[C:11]([NH:13][C:14]1[CH:23]=[C:22]([C:24]2[CH:25]=[CH:26][CH:27]=[CH:28][CH:29]=2)[CH:21]=[CH:20][C:15]=1[C:16]([O:18][CH3:19])=[O:17])=[O:12])[CH3:41] |f:3.4|. Procedure: To a solution mixture of the obtained methyl 2-(2-(benzyloxy)-5-(2-(diethylamino)ethoxy)benzamido)-4-phenylbenzoate (0.15 g) in methanol (3.0 mL) and ethyl acetate (3.0 mL), 10% palladium-carbon (0.030 g) was added, followed by stirring under a hydrogen atmosphere at room temperature for 3 hours. The insoluble substance was removed by filtration, and then the solvent was evaporated under reduced pressure. The obtained residue was purified by silica gel column chromatography [eluent: 100-96% chlo...